From a dataset of the Open Reaction Database (ORD), a public repository of structured organic reaction records. describe an organic reaction: reactants, conditions, products, and yield The reactants are C(C)OC(=O)C=1C=NN(C1)C(NC1=CC=C(C=C1)OC1=CC=CC2=CC=CC=C12)=NC(=O)OCC (1-{ethoxycarbonylimino-[4-(naphthalen-1-yloxy)-phenylamino]methyl}-1H-pyrazole-4-carboxylic acid ethyl ester), ClCCCl (DCE). Reagents/catalysts: [Ti](Cl)(Cl)(Cl)Cl (Titanium (IV) chloride). Solvent: CCO (EtOH). Reaction conditions: temperature 90 celsius, time 30 minute. Product: C(C)OC(=O)C=1C=NN(C1)C1=NC2=CC=C(C=C2C(N1)=O)OC1=CC=CC2=CC=CC=C12 (1-[6-(naphthalen-1-yloxy)-4-oxo-3,4-dihydro-quinazolin-2-yl]-1H-pyrazole-4-carboxylic acid ethyl ester). As a reaction SMILES: [CH2:1]([O:3][C:4]([C:6]1[CH:7]=[N:8][N:9]([C:11](=[N:30][C:31]([O:33]CC)=O)[NH:12][C:13]2[CH:18]=[CH:17][C:16]([O:19][C:20]3[C:29]4[C:24](=[CH:25][CH:26]=[CH:27][CH:28]=4)[CH:23]=[CH:22][CH:21]=3)=[CH:15][CH:14]=2)[CH:10]=1)=[O:5])[CH3:2].ClCCCl>[Ti](Cl)(Cl)(Cl)Cl.CCO>[CH2:1]([O:3][C:4]([C:6]1[CH:7]=[N:8][N:9]([C:11]2[NH:30][C:31](=[O:33])[C:18]3[C:13](=[CH:14][CH:15]=[C:16]([O:19][C:20]4[C:29]5[C:24](=[CH:25][CH:26]=[CH:27][CH:28]=5)[CH:23]=[CH:22][CH:21]=4)[CH:17]=3)[N:12]=2)[CH:10]=1)=[O:5])[CH3:2]. Procedure details: Titanium (IV) chloride (0.86 mL, 7.8 mmol) was added to a solution of 1-{ethoxycarbonylimino-[4-(naphthalen-1-yloxy)-phenylamino]methyl}-1H-pyrazole-4-carboxylic acid ethyl ester (0.74 g, 1.6 mmol) and DCE (10 mL), and the resulting mixture was heated to 90° C. for 16 h. The reaction mixture was cooled to room temperature and poured into 50 mL EtOH. The mixture was stirred for 30 min and the solid precipitate was collected by vacuum filtration (0.46 g, 69%). MS (ESI): mass calcd. for C24H18N4O4,...